Task: describe an organic reaction: reactants, conditions, products, and yield. Dataset: the Open Reaction Database (ORD), a public repository of structured organic reaction records The reactants are CS(=O)(=O)Cl, OCCN1CCOc2ccccc21, O, c1ccncc1. Product: CS(=O)(=O)OCCN1CCOc2ccccc21. RXN SMILES: [CH3:14][S:15]([Cl:16])(=[O:17])=[O:18].[O:1]1[CH2:2][CH2:3][N:4]([CH2:11][CH2:12][OH:13])[c:5]2[c:6]1[cH:7][cH:8][cH:9][cH:10]2.[OH2:19].[cH:20]1[cH:21][cH:22][n:23][cH:24][cH:25]1>>[O:1]1[CH2:2][CH2:3][N:4]([CH2:11][CH2:12][O:13][S:15]([CH3:14])(=[O:17])=[O:18])[c:5]2[c:6]1[cH:7][cH:8][cH:9][cH:10]2. The reactants are NC1=CC=C(C2=C1N=C(O2)C)C#N (4-Amino-2-methylbenzoxazole-7-carbonitrile), O[C@@H]1CCN2C(N(C([C@@H]21)=O)C2=CC=C(C=1CCCCC21)C#N)=O ((7R,7aS)-4-(7-Hydroxy-1,3-dioxotetrahydropyrrolo[1,2-c]imidazol-2-yl)-5,6,7,8-tetrahydronaphthalene-1-carbonitrile), N(=C=O)C1=CC=C(C=2CCCCC12)C#N (4-Isocyanato-5,6,7,8-tetrahydronaphthalene-1-carbonitrile). The product is O[C@@H]1CCN2C(N(C([C@@H]21)=O)C2=CC=C(C1=C2N=C(O1)C)C#N)=O ((7R,7aS)-4-(7-Hydroxy-1,3-dioxotetrahydro-pyrrolo[1,2-c]imidazol-2-yl)-2-methylbenzoxazole-7-carbonitrile), product. As a reaction SMILES: [NH2:1][C:2]1[C:7]2[N:8]=[C:9]([CH3:11])[O:10][C:6]=2[C:5]([C:12]#[N:13])=[CH:4][CH:3]=1.N(C1C2CCCCC=2C(C#N)=CC=1)=C=O.[OH:29][C@H:30]1[C@@H:37]2[N:33]([C:34](=[O:51])N(C3C4CCCCC=4C(C#N)=CC=3)[C:36]2=[O:38])[CH2:32][CH2:31]1>>[OH:29][C@H:30]1[C@@H:37]2[N:33]([C:34](=[O:51])[N:1]([C:2]3[C:7]4[N:8]=[C:9]([CH3:11])[O:10][C:6]=4[C:5]([C:12]#[N:13])=[CH:4][CH:3]=3)[C:36]2=[O:38])[CH2:32][CH2:31]1. Procedure: The title compound was prepared from 11C by procedures analogous to those described in Example 2 (2E to 2F) to give the product as a white foam. HPLC: 99% pure at 10.55 min (retention time) (CHIRALPAK® OD column 4.6×250 mm; 25% isopropanol in hexane over 30 min, 1 ml/min, monitoring at 220 nm); MS (ES) m/z 313 [M+1]+. Starting materials: COC1=C(C=CC=C1)OC (1,2-Dimethoxybenzene), [Te](Cl)(Cl)(Cl)Cl (tellurium tetrachloride). The solvent is C(Cl)(Cl)Cl (chloroform). Conditions: time 30 minute. Product: COC=1C=C(C=CC1OC)[Te](Cl)(Cl)Cl (3,4-Dimethoxyphenyltellurium Trichloride). As a reaction SMILES: [CH3:1][O:2][C:3]1[CH:8]=[CH:7][CH:6]=[CH:5][C:4]=1[O:9][CH3:10].[Te:11](Cl)([Cl:14])([Cl:13])[Cl:12]>C(Cl)(Cl)Cl>[CH3:1][O:2][C:3]1[CH:8]=[C:7]([Te:11]([Cl:14])([Cl:13])[Cl:12])[CH:6]=[CH:5][C:4]=1[O:9][CH3:10]. Procedure details: 1,2-Dimethoxybenzene (veratrole, 13.8 g=0.1 mole) and tellurium tetrachloride (26.9 g=0.1 mole) were heated in chloroform (120 ml) for 2 hours under reflux and with stirring. After 30 minutes yellow crystals started to precipitate. The product (25.2 g, 67.9% of theory) was collected by filtration and dried in a vacuum oven, m.p. 162°-163° C. (dec. with gas evolution). The mass spectra were in agreement with that of the structural formula. The reactants are C(C)OC(C(CCBr)F)=O (4-Bromo-2-fluorobutyric acid ethyl ester), NC1=NC(=C2NC=NC2=N1)Cl (2-amino-6-chloropurine), C([O-])([O-])=O.[K+].[K+] (potassium carbonate). Solvent: CN(C=O)C (dimethylformamide). The product is C(C)OC(C(CCN1C2=NC(=NC(=C2N=C1)Cl)N)F)=O (4-(2-amino-6-chloropurin-9-yl)-2-fluorobutyric acid ethyl ester). Isolated yield 73.7%. Reaction SMILES: [CH2:1]([O:3][C:4](=[O:10])[CH:5]([F:9])[CH2:6][CH2:7]Br)[CH3:2].[NH2:11][C:12]1[N:20]=[C:19]2[C:15]([NH:16][CH:17]=[N:18]2)=[C:14]([Cl:21])[N:13]=1.C(=O)([O-])[O-].[K+].[K+]>CN(C)C=O>[CH2:1]([O:3][C:4](=[O:10])[CH:5]([F:9])[CH2:6][CH2:7][N:18]1[CH:17]=[N:16][C:15]2[C:19]1=[N:20][C:12]([NH2:11])=[N:13][C:14]=2[Cl:21])[CH3:2] |f:2.3.4|. Reported procedure: 4-Bromo-2-fluorobutyric acid ethyl ester (0.23 g), 2-amino-6-chloropurine (0.19 g) and anhydrous potassium carbonate (0.15 g) were mixed and stirred in dimethylformamide (3.7 ml) at room temperature for two days. The solution was filtered and evaporated in vacuo. The residue was triturated with chloroform (4+2 ml) and the clear chloroform solution was evaporated to give the desired product (0.24 g, 72%). TLC (silica gel, i-propanol-water-conc. ammonia 8-1-1): Rf =0.76. NMR (CDCl3, Me4Si)δ: 1.26 ...